Dataset: the Open Reaction Database (ORD), a public repository of structured organic reaction records. Task: describe an organic reaction: reactants, conditions, products, and yield Reactants: C1CCOC1, COC(=O)C(NS(=O)(=O)c1ccc(-c2ccc(NC(=O)c3oc4cccc(OC)c4c3C)cc2)cc1)C(C)C, [Li+], [OH-]. As a reaction SMILES: [CH2:42]1[O:43][CH2:44][CH2:45][CH2:46]1.[CH3:1][O:2][C:3]([CH:4]([CH:5]([CH3:6])[CH3:7])[NH:8][S:9](=[O:10])(=[O:11])[c:12]1[cH:13][cH:14][c:15](-[c:18]2[cH:19][cH:20][c:21]([NH:24][C:25](=[O:26])[c:27]3[o:28][c:29]4[c:30]([c:31]3[CH3:32])[c:33]([O:37][CH3:38])[cH:34][cH:35][cH:36]4)[cH:22][cH:23]2)[cH:16][cH:17]1)=[O:39].[Li+:41].[OH-:40]>>[O:2]=[C:3]([CH:4]([CH:5]([CH3:6])[CH3:7])[NH:8][S:9](=[O:10])(=[O:11])[c:12]1[cH:13][cH:14][c:15](-[c:18]2[cH:19][cH:20][c:21]([NH:24][C:25](=[O:26])[c:27]3[o:28][c:29]4[c:30]([c:31]3[CH3:32])[c:33]([O:37][CH3:38])[cH:34][cH:35][cH:36]4)[cH:22][cH:23]2)[cH:16][cH:17]1)[OH:39]. The product is COc1cccc2oc(C(=O)Nc3ccc(-c4ccc(S(=O)(=O)NC(C(=O)O)C(C)C)cc4)cc3)c(C)c12. Starting materials: C(C)OC(=O)C=1C=NC2=C(C=CC=C2C1NC1CCCC1)OC (4-cyclopentylamino-8-methoxy-quinoline-3-carboxylic acid ethyl ester), O1C(=CC=C1)CN=C=O ((2-furyl)methyl isocyanate). Yields the product C1(CCCC1)N1C(N(C(C=2C=NC=3C(=CC=CC3C21)OC)=O)CC=2OC=CC2)=O (1-Cyclopentyl-3-furan-2-ylmethyl-7-methoxy-1H-pyrimido[5,4-c]quinoline-2,4-dione). Yield: 53.7%. RXN SMILES: C(O[C:4]([C:6]1[CH:7]=[N:8][C:9]2[C:14]([C:15]=1[NH:16][CH:17]1[CH2:21][CH2:20][CH2:19][CH2:18]1)=[CH:13][CH:12]=[CH:11][C:10]=2[O:22][CH3:23])=[O:5])C.[O:24]1[CH:28]=[CH:27][CH:26]=[C:25]1[CH2:29][N:30]=[C:31]=[O:32]>>[CH:17]1([N:16]2[C:15]3[C:14]4[CH:13]=[CH:12][CH:11]=[C:10]([O:22][CH3:23])[C:9]=4[N:8]=[CH:7][C:6]=3[C:4](=[O:5])[N:30]([CH2:29][C:25]3[O:24][CH:28]=[CH:27][CH:26]=3)[C:31]2=[O:32])[CH2:18][CH2:19][CH2:20][CH2:21]1. Procedure: 1-Cyclopentyl-3-furan-2-ylmethyl-7-methoxy-1H-pyrimido[5,4-c]quinoline-2,4-dione (21 mg) was prepared from 4-cyclopentylamino-8-methoxy-quinoline-3-carboxylic acid ethyl ester (0.10 mmol) and (2-furyl)methyl isocyanate (0.4 mmol) following general procedure C. LCMS: m/z 392 [M+1]+. 1H NMR (400 MHz, CDCl3): δ 9.45 (s, 1H), 7.78 (d, 1H), 7.57 (t, 1H), 7.32 (d, 1H), 7.24 (d, 1H), 6.30 (d, 1H), 6.18 (d, 1H), 5.04 (p, 1H), 4.33 (s, 2H), 4.12 (s, 3H), 2.40 (m, 2H), 2.11 (m, 4H), and 1.16 (m, 2H) ppm.